From a dataset of the Open Reaction Database (ORD), a public repository of structured organic reaction records. describe an organic reaction: reactants, conditions, products, and yield Reactants: CCOC(C)=O, O=C(Nc1ccc(Cl)cc1)c1cc(Cl)ccc1[N+](=O)[O-], [Na+], [OH-], O, O, Cl[Sn]Cl. The product is Nc1ccc(Cl)cc1C(=O)Nc1ccc(Cl)cc1. As a reaction SMILES: [CH3:28][CH2:29][O:30][C:31](=[O:32])[CH3:33].[Cl:1][c:2]1[cH:3][cH:4][c:5]([NH:8][C:9]([c:10]2[c:11]([N+:17]([O-:18])=[O:19])[cH:12][cH:13][c:14]([Cl:16])[cH:15]2)=[O:20])[cH:6][cH:7]1.[Na+:27].[OH-:26].[OH2:21].[OH2:22].[Sn:23]([Cl:24])[Cl:25]>>[Cl:1][c:2]1[cH:3][cH:4][c:5]([NH:8][C:9]([c:10]2[c:11]([NH2:17])[cH:12][cH:13][c:14]([Cl:16])[cH:15]2)=[O:20])[cH:6][cH:7]1. Starting materials: COc1ccc(-c2nc(SC)nn2-c2ccc(OC)cc2)cc1, O=C(OO)c1cccc(Cl)c1, ClCCl. The product is COc1ccc(-c2nc(S(C)=O)nn2-c2ccc(OC)cc2)cc1. RXN SMILES: [CH3:1][O:2][c:3]1[cH:4][cH:5][c:6](-[n:9]2[n:10][c:11]([S:22][CH3:23])[n:12][c:13]2-[c:14]2[cH:15][cH:16][c:17]([O:20][CH3:21])[cH:18][cH:19]2)[cH:7][cH:8]1.[Cl:24][c:25]1[cH:26][cH:27][cH:28][c:29]([C:30]([O:31][OH:33])=[O:32])[cH:34]1.[Cl:35][CH2:36][Cl:37]>>[CH3:1][O:2][c:3]1[cH:4][cH:5][c:6](-[n:9]2[n:10][c:11]([S:22]([CH3:23])=[O:32])[n:12][c:13]2-[c:14]2[cH:15][cH:16][c:17]([O:20][CH3:21])[cH:18][cH:19]2)[cH:7][cH:8]1. The product is Nc1cn(C2CC2)cn1. Reactants: CO, CC(C)(C)OC(=O)Nc1cn(C2CC2)cn1, Cl. RXN SMILES: [CH3:18][OH:19].[CH:1]1([n:4]2[cH:5][n:6][c:7]([NH:9][C:10](=[O:11])[O:12][C:13]([CH3:14])([CH3:15])[CH3:16])[cH:8]2)[CH2:2][CH2:3]1.[ClH:17]>>[CH:1]1([n:4]2[cH:5][n:6][c:7]([NH2:9])[cH:8]2)[CH2:2][CH2:3]1. Reactants: CCOC(C)=O, CCCc1nn(C)c(C(N)=O)c1[N+](=O)[O-], [H][H]. Product: CCCc1nn(C)c(C(N)=O)c1N. RXN SMILES: [CH3:18][CH2:19][O:20][C:21](=[O:22])[CH3:23].[CH3:1][n:2]1[n:3][c:4]([CH2:13][CH2:14][CH3:15])[c:5]([N+:10]([O-:11])=[O:12])[c:6]1[C:7](=[O:8])[NH2:9].[H:16][H:17]>>[CH3:1][n:2]1[n:3][c:4]([CH2:13][CH2:14][CH3:15])[c:5]([NH2:10])[c:6]1[C:7](=[O:8])[NH2:9]. Starting materials: [Al+3], CCOC(=O)c1cn(-c2ccccc2C)nc1OCOC, [H-], [H-], [H-], [H-], [Li+], [Na+], [Na+], C1CCOC1, O, O, O, O, O, O, O, O, O, O, O=S(=O)([O-])[O-]. The product is COCOc1nn(-c2ccccc2C)cc1CO. RXN SMILES: [Al+3:23].[CH3:1][O:2][CH2:3][O:4][c:5]1[n:6][n:7](-[c:15]2[c:16]([CH3:21])[cH:17][cH:18][cH:19][cH:20]2)[cH:8][c:9]1[C:10](=[O:11])[O:12][CH2:13][CH3:14].[H-:22].[H-:25].[H-:26].[H-:27].[Li+:24].[Na+:43].[Na+:44].[O:45]1[CH2:46][CH2:47][CH2:48][CH2:49]1.[OH2:28].[OH2:29].[OH2:30].[OH2:31].[OH2:32].[OH2:33].[OH2:34].[OH2:35].[OH2:36].[OH2:37].[S:38]([O-:39])([O-:40])(=[O:41])=[O:42]>>[CH3:1][O:2][CH2:3][O:4][c:5]1[n:6][n:7](-[c:15]2[c:16]([CH3:21])[cH:17][cH:18][cH:19][cH:20]2)[cH:8][c:9]1[CH2:10][OH:11]. The reactants are ClC1=C(C=NC2=CN=C(C=C12)F)C#N (4-chloro-6-fluoro-[1.7]naphthyridine-3-carbonitrile), ClC1=CC(=C(N)C=C1)F (4-chloro-2-fluoroaniline), C([O-])(O)=O.[Na+] (sodium bicarbonate). The solvent is C(C)O (ethanol), [Cl-].[Na+].O (brine). Product: 1.9, ClC1=CC(=C(C=C1)NC1=C(C=NC2=CN=C(C=C12)F)C#N)F (4-(4-chloro-2-fluoro-phenylamino)-6-fluoro-[1.7]naphthyridine-3-carbonitrile). Isolated yield 40.0%. As a reaction SMILES: Cl[C:2]1[C:11]2[C:6](=[CH:7][N:8]=[C:9]([F:12])[CH:10]=2)[N:5]=[CH:4][C:3]=1[C:13]#[N:14].[Cl:15][C:16]1[CH:22]=[CH:21][C:19]([NH2:20])=[C:18]([F:23])[CH:17]=1.C(=O)(O)[O-].[Na+]>C(O)C.[Cl-].[Na+].O>[Cl:15][C:16]1[CH:22]=[CH:21][C:19]([NH:20][C:2]2[C:11]3[C:6](=[CH:7][N:8]=[C:9]([F:12])[CH:10]=3)[N:5]=[CH:4][C:3]=2[C:13]#[N:14])=[C:18]([F:23])[CH:17]=1 |f:2.3,5.6.7|. Reported procedure: To 3.5 g of 4-chloro-6-fluoro-[1.7]naphthyridine-3-carbonitrile in 100 mL of absolute ethanol was added 2.3 mL of 4-chloro-2-fluoroaniline. After stirring the reaction under an inert atmosphere for 24 hours, the reaction mixture was poured into a mixture of brine and saturated aqueous sodium bicarbonate and the resultant crystals were filtered and washed with water. The product was then recrystallized from chloroform/ethyl acetate/hexanes. Drying in vacuo yielded 1.9 (40%) of 4-(4-chloro-2-fluor...